The task is: describe an organic reaction: reactants, conditions, products, and yield. This data is from the Open Reaction Database (ORD), a public repository of structured organic reaction records. The reactants are NC(=N)N (guanidine), COC=1C=C2C(=CC(=CC2=CC1)C1=NC(=NC=C1)NC)NC1CCNCC1 (4-(6-methoxy-4-(piperidin-4-ylamino)naphthalen-2-yl)-N-methylpyrimidin-2-amine). The product is COC1=CC=C2C=C(C=C(C2=C1)NC1CCN(CC1)C(N)=N)C1=NC(=NC=C1)NC (4-({7-methoxy-3-[2-(methylamino)pyrimidin-4-yl]-1-naphthyl}amino)piperidine-1-carboximidamide). Reaction SMILES: [NH2:1][C:2]([NH2:4])=[NH:3].[CH3:5][O:6][C:7]1[CH:8]=[C:9]2[C:14](=[CH:15][CH:16]=1)[CH:13]=[C:12]([C:17]1[CH:22]=[CH:21][N:20]=[C:19]([NH:23][CH3:24])[N:18]=1)[CH:11]=[C:10]2[NH:25][CH:26]1[CH2:31][CH2:30]N[CH2:28][CH2:27]1>>[CH3:5][O:6][C:7]1[CH:8]=[C:9]2[C:14]([CH:13]=[C:12]([C:17]3[CH:22]=[CH:21][N:20]=[C:19]([NH:23][CH3:24])[N:18]=3)[CH:11]=[C:10]2[NH:25][CH:26]2[CH2:27][CH2:28][N:3]([C:2](=[NH:4])[NH2:1])[CH2:30][CH2:31]2)=[CH:15][CH:16]=1. Procedure: 4-({7-methoxy-3-[2-(methylamino)pyrimidin-4-yl]-1-naphthyl}amino)piperidine-1-carboximidamide was synthesized according to General Procedure A: guanidine formation except 4-(6-methoxy-4-(piperidin-4-ylamino)naphthalen-2-yl)-N-methylpyrimidin-2-amine 150 (0.018 g, 0.050 mmol) was used. The reaction mixture was triturated with ether (10 mL) to obtain 4-({7-methoxy-3-[2-(methylamino)pyrimidin-4-yl]-1-naphthyl}amino)piperidine-1-carboximidamide 204 as a solid (0.007 g). LC/MS (m/z): 406 [M+H]. The reactants are ClC1=C(C(=O)O)C=C(C=C1)C (2-chloro-5-methylbenzoic acid), N1=CC(=CC=C1)C1(CCCC1)CN (C-(1-pyridin-3-yl-cyclopentyl)-methylamine). Product: ClC1=C(C(=O)NCC2(CCCC2)C=2C=NC=CC2)C=C(C=C1)C (2-Chloro-5-methyl-N-(1-pyridin-3-yl-cyclopentylmethyl)-benzamide). Reaction SMILES: [Cl:1][C:2]1[CH:10]=[CH:9][C:8]([CH3:11])=[CH:7][C:3]=1[C:4]([OH:6])=O.[N:12]1[CH:17]=[CH:16][CH:15]=[C:14]([C:18]2([CH2:23][NH2:24])[CH2:22][CH2:21][CH2:20][CH2:19]2)[CH:13]=1>>[Cl:1][C:2]1[CH:10]=[CH:9][C:8]([CH3:11])=[CH:7][C:3]=1[C:4]([NH:24][CH2:23][C:18]1([C:14]2[CH:13]=[N:12][CH:17]=[CH:16][CH:15]=2)[CH2:22][CH2:21][CH2:20][CH2:19]1)=[O:6]. Procedure details: From 2-chloro-5-methylbenzoic acid and C-(1-pyridin-3-yl-cyclopentyl)-methylamine. LCMS (MH+): m/z=329.0, tR (minutes, Method A)=1.14 Starting materials: CCCc1c(SCCCOc2ccc(C(C)=O)c(OCCCC(=O)OCC)c2CCC)ccc(C(C)=O)c1O, ClCCl, O=C(OO)c1cccc(Cl)c1. The product is CCCc1c(S(=O)CCCOc2ccc(C(C)=O)c(OCCCC(=O)OCC)c2CCC)ccc(C(C)=O)c1O. As a reaction SMILES: [C:1]([CH3:2])(=[O:3])[c:4]1[cH:5][cH:6][c:7]([O:22][CH2:23][CH2:24][CH2:25][S:26][c:27]2[c:28]([CH2:37][CH2:38][CH3:39])[c:29]([OH:36])[c:30]([C:33]([CH3:34])=[O:35])[cH:31][cH:32]2)[c:8]([CH2:19][CH2:20][CH3:21])[c:9]1[O:10][CH2:11][CH2:12][CH2:13][C:14](=[O:15])[O:16][CH2:17][CH3:18].[CH2:51]([Cl:52])[Cl:53].[Cl:40][c:41]1[cH:42][cH:43][cH:44][c:45]([C:46]([O:47][OH:49])=[O:48])[cH:50]1>>[C:1]([CH3:2])(=[O:3])[c:4]1[cH:5][cH:6][c:7]([O:22][CH2:23][CH2:24][CH2:25][S:26]([c:27]2[c:28]([CH2:37][CH2:38][CH3:39])[c:29]([OH:36])[c:30]([C:33]([CH3:34])=[O:35])[cH:31][cH:32]2)=[O:48])[c:8]([CH2:19][CH2:20][CH3:21])[c:9]1[O:10][CH2:11][CH2:12][CH2:13][C:14](=[O:15])[O:16][CH2:17][CH3:18]. Reactants: C1CCOC1, CON(C)C(=O)c1nnn(Cc2cc(C(F)(F)F)cc(C(F)(F)F)c2)c1-c1cccnc1, CC(C)[N-]C(C)C, CC(=O)c1ccccc1Cl, Cl, [Li+]. The product is O=C(CC(=O)c1nnn(Cc2cc(C(F)(F)F)cc(C(F)(F)F)c2)c1-c1cccnc1)c1ccccc1Cl. RXN SMILES: [CH2:52]1[O:53][CH2:54][CH2:55][CH2:56]1.[CH3:19][O:20][N:21]([C:22](=[O:23])[c:24]1[n:25][n:26][n:27]([CH2:35][c:36]2[cH:37][c:38]([C:46]([F:47])([F:48])[F:49])[cH:39][c:40]([C:42]([F:43])([F:44])[F:45])[cH:41]2)[c:28]1-[c:29]1[cH:30][n:31][cH:32][cH:33][cH:34]1)[CH3:50].[CH:1]([N-:2][CH:3]([CH3:4])[CH3:5])([CH3:6])[CH3:7].[Cl:9][c:10]1[c:11]([C:16]([CH3:17])=[O:18])[cH:12][cH:13][cH:14][cH:15]1.[ClH:51].[Li+:8]>>[Cl:9][c:10]1[c:11]([C:16]([CH2:17][C:22](=[O:23])[c:24]2[n:25][n:26][n:27]([CH2:35][c:36]3[cH:37][c:38]([C:46]([F:47])([F:48])[F:49])[cH:39][c:40]([C:42]([F:43])([F:44])[F:45])[cH:41]3)[c:28]2-[c:29]2[cH:30][n:31][cH:32][cH:33][cH:34]2)=[O:18])[cH:12][cH:13][cH:14][cH:15]1. Reactants: C(C)OC(C(=O)C=1C=NC=CC1NC(C(C)(C)C)=O)=O ([4-(2,2-Dimethyl-propionylamino)-pyridin-3-yl]-oxo-acetic acid ethyl ester), [OH-].[K+] (KOH), C(C)(=O)C1=CC=CC=C1 (acetophenone). The solvent is C(C)O (ethanol), [OH-].[Na+] (NaOH). Conditions: temperature 100 celsius. Yields the product C1(=CC=CC=C1)C1=NC2=CC=NC=C2C(=C1)C(=O)O (2-Phenyl-[1,6]naphthyridine-4-carboxylic acid). As a reaction SMILES: C([O:3][C:4](=[O:20])[C:5]([C:7]1[CH:8]=[N:9][CH:10]=[CH:11][C:12]=1[NH:13]C(=O)C(C)(C)C)=O)C.[OH-].[K+].[C:23]([C:26]1[CH:31]=[CH:30][CH:29]=[CH:28][CH:27]=1)(=O)[CH3:24]>C(O)C.[OH-].[Na+]>[C:26]1([C:23]2[CH:24]=[C:5]([C:4]([OH:20])=[O:3])[C:7]3[C:12](=[CH:11][CH:10]=[N:9][CH:8]=3)[N:13]=2)[CH:31]=[CH:30][CH:29]=[CH:28][CH:27]=1 |f:1.2,5.6|. Procedure: [4-(2,2-Dimethyl-propionylamino)-pyridin-3-yl]-oxo-acetic acid ethyl ester (532 mg, 1.91 mmol) was taken up in ethanol (1.9 mL) and 4N KOH (1.9 mL, 4 equiv) was added. The solution was refluxed for 2-3 h at 100° C., acetophenone (0.446 mL, 2.0 equiv) was added neat, and the reaction was allowed to reflux overnight. Upon cooling to room temperature, the solution was diluted with 1N NaOH and extracted twice with ether. The product was precipitated from the aqueous layer by the addition of glacial ... RXN SMILES: [CH3:1][c:2]1[cH:3][c:4]2[c:5]([c:6]([OH:9])[n:7][o:8]2)[cH:10][cH:11]1.[CH3:26][CH2:27][O:28][C:29]([CH3:30])=[O:31].[Cl:19][N:20]1[CH2:21][CH2:22][O:23][CH2:24][CH2:25]1.[F:12][C:13]([F:14])([F:15])[C:16]([OH:17])=[O:18]>>[CH3:1][c:2]1[cH:3][c:4]2[c:5]([c:6]([OH:9])[n:7][o:8]2)[cH:10][c:11]1[Cl:19]. The reactants are Cc1ccc2c(O)noc2c1, CCOC(C)=O, ClN1CCOCC1, O=C(O)C(F)(F)F. Yields the product Cc1cc2onc(O)c2cc1Cl.